This data is from the Open Reaction Database (ORD), a public repository of structured organic reaction records. The task is: describe an organic reaction: reactants, conditions, products, and yield Starting materials: BrC(C(=O)C1=CC=C(C=C1)CCBr)(C)C (2-bromo-1-[4-(2-bromo-ethyl)-phenyl]-2-methyl-propan-1-one), [OH-].[Na+] (sodium hydroxide), C(C)O (ethanol). Solvent: COCCOC (1,2-dimethoxyethane). Conditions: time 8 hour. Product: BrCCC1=CC=C(C=C1)C(C(C)(C)O)=O (1-[4-(2-bromoethyl)phenyl]-2-hydroxy-2-methylpropan-1-one). RXN SMILES: Br[C:2]([CH3:15])([CH3:14])[C:3]([C:5]1[CH:10]=[CH:9][C:8]([CH2:11][CH2:12][Br:13])=[CH:7][CH:6]=1)=[O:4].[OH-].[Na+].C([OH:20])C>COCCOC>[Br:13][CH2:12][CH2:11][C:8]1[CH:9]=[CH:10][C:5]([C:3](=[O:4])[C:2]([OH:20])([CH3:15])[CH3:14])=[CH:6][CH:7]=1 |f:1.2|. Procedure: A mixture of 5.0 g, 0.105 mol) of 2-bromo-1-[4-(2-bromo-ethyl)-phenyl]-2-methyl-propan-1-one, 0.60 g (0.015 mol) of sodium hydroxide, 100 ml of ethanol and 50 ml of 1,2-dimethoxyethane is stirred at room temperature overnight. The reaction mixture is concentrated and the crude product is dissolved in ethyl acetate. The solution is washed with distilled water, dried over sodium sulfate and concentrated to give 3.4 g of 1-[4-(2-bromoethyl)phenyl]-2-hydroxy-2-methylpropan-1-one. The reactants are COC(=O)Nc1cc(Br)cc(C(=O)c2cccnc2)c1, CC(C)[Si](C(C)C)(C(C)C)n1ccc2c(B3OC(C)(C)C(C)(C)O3)cccc21, CN(C)c1ccccc1-c1ccccc1[Pd-](Cl)P(C1CC2CCC1C2)C1CC2CCC1C2, [K+], [K+], [K+], C1COCCO1, O=P([O-])([O-])[O-]. RXN SMILES: [CH3:1][O:2][C:3]([NH:4][c:5]1[cH:6][c:7]([Br:19])[cH:8][c:9]([C:11](=[O:12])[c:13]2[cH:14][n:15][cH:16][cH:17][cH:18]2)[cH:10]1)=[O:20].[CH3:21][C:22]1([CH3:23])[C:24]([CH3:25])([CH3:26])[O:27][B:28]([c:29]2[c:30]3[cH:31][cH:32][n:33]([Si:38]([CH:39]([CH3:40])[CH3:41])([CH:42]([CH3:43])[CH3:44])[CH:45]([CH3:46])[CH3:47])[c:34]3[cH:35][cH:36][cH:37]2)[O:48]1.[Cl:63][Pd-:64]([P:65]([CH:66]1[CH2:67][CH:68]2[CH2:69][CH:70]1[CH2:71][CH2:72]2)[CH:73]1[CH2:74][CH:75]2[CH2:76][CH:77]1[CH2:78][CH2:79]2)[c:80]1[cH:81][cH:82][cH:83][cH:84][c:85]1-[c:86]1[cH:87][cH:88][cH:89][cH:90][c:91]1[N:92]([CH3:93])[CH3:94].[K+:54].[K+:55].[K+:56].[O:57]1[CH2:58][CH2:59][O:60][CH2:61][CH2:62]1.[P:49]([O-:50])([O-:51])([O-:52])=[O:53]>>[CH3:1][O:2][C:3]([NH:4][c:5]1[cH:6][c:7](-[c:29]2[c:30]3[cH:31][cH:32][n:33]([Si:38]([CH:39]([CH3:40])[CH3:41])([CH:42]([CH3:43])[CH3:44])[CH:45]([CH3:46])[CH3:47])[c:34]3[cH:35][cH:36][cH:37]2)[cH:8][c:9]([C:11](=[O:12])[c:13]2[cH:14][n:15][cH:16][cH:17][cH:18]2)[cH:10]1)=[O:20]. Yields the product COC(=O)Nc1cc(C(=O)c2cccnc2)cc(-c2cccc3c2ccn3[Si](C(C)C)(C(C)C)C(C)C)c1.